Dataset: the Open Reaction Database (ORD), a public repository of structured organic reaction records. Task: describe an organic reaction: reactants, conditions, products, and yield Starting materials: Cc1cc(C)cc(-c2c(OCCC3CCCCN3C(=O)OC(C)(C)C)c3cc(NC(=O)NC4CC4)c(Cl)cc3[nH]c2=O)c1, COc1ccccc1, O=C(O)C(F)(F)F. Yields the product Cc1cc(C)cc(-c2c(OCCC3CCCCN3)c3cc(NC(=O)NC4CC4)c(Cl)cc3[nH]c2=O)c1. As a reaction SMILES: [C:1]([O:2][C:3](=[O:4])[N:8]1[CH:9]([CH2:14][CH2:15][O:16][c:17]2[c:18](-[c:36]3[cH:37][c:38]([CH3:43])[cH:39][c:40]([CH3:42])[cH:41]3)[c:19](=[O:35])[nH:20][c:21]3[cH:22][c:23]([Cl:34])[c:24]([NH:27][C:28](=[O:29])[NH:30][CH:31]4[CH2:32][CH2:33]4)[cH:25][c:26]23)[CH2:10][CH2:11][CH2:12][CH2:13]1)([CH3:5])([CH3:6])[CH3:7].[CH3:44][O:45][c:46]1[cH:47][cH:48][cH:49][cH:50][cH:51]1.[OH:52][C:53]([C:54]([F:55])([F:56])[F:57])=[O:58]>>[NH:8]1[CH:9]([CH2:14][CH2:15][O:16][c:17]2[c:18](-[c:36]3[cH:37][c:38]([CH3:43])[cH:39][c:40]([CH3:42])[cH:41]3)[c:19](=[O:35])[nH:20][c:21]3[cH:22][c:23]([Cl:34])[c:24]([NH:27][C:28](=[O:29])[NH:30][CH:31]4[CH2:32][CH2:33]4)[cH:25][c:26]23)[CH2:10][CH2:11][CH2:12][CH2:13]1. Starting materials: ClC1=C(C(=CC=C1)Cl)N1C(NCC2=C(C=C(C=C12)O)C1=C(C=CC=C1)Cl)=O (1-(2,6 dichlorophenyl)-5-(2-chlorophenyl)-7-hydroxy-3,4-dihydro-2(1H)-quinazolinone), ClC1=C(C(=CC=C1)Cl)N1C(NCC2=C(C=C(C=C12)O)C1=C(C=CC=C1)Cl)=O (1-(2,6 dichlorophenyl)-5-(2-chlorophenyl)-7-hydroxy-3,4-dihydro-2(1H)-quinazolinone), C([O-])([O-])=O.[K+].[K+] (potassium carbonate), C(C=C)Cl (allyl chloride), [I-].[Na+] (sodium iodide). The solvent is CC(=O)C (acetone). Yields the product ClC1=C(C(=CC=C1)Cl)N1C(NCC2=C(C=C(C=C12)OCC=C)C1=C(C=CC=C1)Cl)=O (1-(2,6-dichlorophenyl)-5-(2chlorophenyl)-7-allyloxy-3,4-dihydro-2(1H)-quinazolinone). Reaction SMILES: [Cl:1][C:2]1[CH:7]=[CH:6][CH:5]=[C:4]([Cl:8])[C:3]=1[N:9]1[C:18]2[C:13](=[C:14]([C:20]3[CH:25]=[CH:24][CH:23]=[CH:22][C:21]=3[Cl:26])[CH:15]=[C:16]([OH:19])[CH:17]=2)[CH2:12][NH:11][C:10]1=[O:27].C(=O)([O-])[O-].[K+].[K+].[CH2:34](Cl)[CH:35]=[CH2:36].[I-].[Na+]>CC(C)=O>[Cl:1][C:2]1[CH:7]=[CH:6][CH:5]=[C:4]([Cl:8])[C:3]=1[N:9]1[C:18]2[C:13](=[C:14]([C:20]3[CH:25]=[CH:24][CH:23]=[CH:22][C:21]=3[Cl:26])[CH:15]=[C:16]([O:19][CH2:36][CH:35]=[CH2:34])[CH:17]=2)[CH2:12][NH:11][C:10]1=[O:27] |f:1.2.3,5.6|. Procedure details: A solution containing 1-(2,6 dichlorophenyl)-5-(2-chlorophenyl)-7-hydroxy-3,4-dihydro-2(1H)-quinazolinone (259 mg, 0.617 mmol) (INTERMEDIATE 49), potassium carbonate (300 mg, 2.2 mmol), allyl chloride (0.45 mL, 5.53 mmol) and sodium iodide (87 mg, 0.58 mmol) in 15 mL acetone was refluxed for seven hours. The solution was concentrated and the residue partitioned between EtOAc and water. The organic phase was washed with brine, dried over Na2SO4, filtered and concentrated. The residue was purified... Starting materials: FC1=C(C=CC=C1)C1(CCC2(OCCO2)CC1)O (8-(2-fluorophenyl)-1,4-dioxa-spiro[4.5]decan-8-ol), Cl (hydrogen chloride). The solvent is O1CCOCC1 (dioxane). Conditions: time 2 hour. Yields the product FC1=C(C=CC=C1)C1(CCC(CC1)=O)O (4-(2-Fluorophenyl)-4-hydroxy-cyclohexanone). Reaction SMILES: [F:1][C:2]1[CH:7]=[CH:6][CH:5]=[CH:4][C:3]=1[C:8]1([OH:18])[CH2:17][CH2:16][C:11]2(OCC[O:12]2)[CH2:10][CH2:9]1.Cl>O1CCOCC1>[F:1][C:2]1[CH:7]=[CH:6][CH:5]=[CH:4][C:3]=1[C:8]1([OH:18])[CH2:9][CH2:10][C:11](=[O:12])[CH2:16][CH2:17]1. Procedure details: To a solution of 8-(2-fluorophenyl)-1,4-dioxa-spiro[4.5]decan-8-ol (5.8 g, 23 mmol) in dioxane (100 mL), cooled to 0° C. was added hydrogen chloride (1M in water, 75 ml, 75 mmol). The reaction mixture was stirred for 2 hour at room temperature, extracted with ethyl ether (2×200 mL) and washed with saturated bicarbonate solution, water and brine. Drying and solvent evaporation gave 4-(2-Fluorophenyl)-4-hydroxy-cyclohexanone in quantitative yield. Starting materials: C(C=C)(=O)Cl (acryloyl chloride), CC1=CCC2CC1C2(C)C (α-pinene). Reagents/catalysts: [Cl-].[Zn+2].[Cl-] (zinc chloride). Solvent: C(CCl)Cl (ethylene chloride), C(CCl)Cl (ethylene chloride). The product is C(=C)(C)C12CCC(C(C(=CC1)C)C2)=O (5-Isopropenyl-8-methylbicyclo[3.3.1]non-7-en-2-one). Yield: 0.8%. Reaction SMILES: [C:1](Cl)(=[O:4])[CH:2]=[CH2:3].[CH3:6][C:7]1[CH:12]2[C:13]([CH3:15])([CH3:14])[CH:10]([CH2:11]2)[CH2:9][CH:8]=1>C(Cl)CCl.[Cl-].[Zn+2].[Cl-]>[C:13]([C:10]12[CH2:11][CH:12]([C:7]([CH3:6])=[CH:8][CH2:9]1)[C:1](=[O:4])[CH2:2][CH2:3]2)([CH3:15])=[CH2:14] |f:3.4.5|. Reported procedure: A mixture of 20.0 g acryloyl chloride (0.22 mol) and 3.01 g zinc chloride (0.02 ml, 0.1 eq.) in 150 ml ethylene chloride was treated with a soln. of 350 ml α-pinene ((1S-(−)/(1R)-(+) 90:10, 2.20 mol, 10 eq.) in 250 ml ethylene chloride and the resulting mixture was stirred 1 h at 25° C. and 4 h at 50° C. After cooling, the reaction mixture was washed with aq. sat. NaCl soln. and aq. sat. NaHCO3 soln. The aq. phases were extracted with Et2O, dried (Na2SO4), and concentrated. The crude product (48... Reactants: NC1=C(C=O)C(=CC=C1)Cl (2-amino-6-chlorobenzaldehyde), COC1=C(C=CC=C1)CCC#N (3-(2-methoxyphenyl)propionitrile). Yields the product ClC1=C2C=C(C(=NC2=CC=C1)N)CC1=C(C=CC=C1)OC (5-Chloro-3-(2-methoxybenzyl)quinolin-2-amine). As a reaction SMILES: [NH2:1][C:2]1[CH:9]=[CH:8][CH:7]=[C:6]([Cl:10])[C:3]=1[CH:4]=O.[CH3:11][O:12][C:13]1[CH:18]=[CH:17][CH:16]=[CH:15][C:14]=1[CH2:19][CH2:20][C:21]#[N:22]>>[Cl:10][C:6]1[CH:7]=[CH:8][CH:9]=[C:2]2[C:3]=1[CH:4]=[C:20]([CH2:19][C:14]1[CH:15]=[CH:16][CH:17]=[CH:18][C:13]=1[O:12][CH3:11])[C:21]([NH2:22])=[N:1]2. Procedure: The title compound was synthesized according to EXAMPLE 11 from 2-amino-6-chlorobenzaldehyde and 3-(2-methoxyphenyl)propionitrile. Reactants: [H-].[Na+] (NaH), COS(=O)(=O)OC (dimethylsulfate), OC\C=C(/C)\CC\C=C(/C)\CCC=C(C)C (E,E-farnesol), ClCC(=O)[O-].[Na+] (sodium chloroacetate). Reagents/catalysts: [I-].C(CCC)[N+](CCCC)(CCCC)CCCC (tetra-n-butylammonium iodide). The solvent is C(C)OCC (diethyl ether), CN(C=O)C (dimethylformamide), O1CCCC1 (tetrahydrofuran), O1CCCC1 (tetrahydrofuran). Reaction conditions: time 4 hour. Yields the product C\C(=C/COCC(=O)OC)\CC\C=C(\CCC=C(C)C)/C ((E,E)-[(3,7,11-Trimethyl-2,6,10-dodecatrienyl)oxyl]acetic acid, methyl ester). The yield is 106.3%. As a reaction SMILES: [H-].[Na+].[OH:3][CH2:4]/[CH:5]=[C:6](/[CH2:8][CH2:9]/[CH:10]=[C:11](/[CH2:13][CH2:14][CH:15]=[C:16]([CH3:18])[CH3:17])\[CH3:12])\[CH3:7].Cl[CH2:20][C:21]([O-:23])=[O:22].[Na+].[CH3:25]OS(OC)(=O)=O>O1CCCC1.[I-].C([N+](CCCC)(CCCC)CCCC)CCC.C(OCC)C.CN(C)C=O>[CH3:7]/[C:6](/[CH2:8][CH2:9]/[CH:10]=[C:11](\[CH3:12])/[CH2:13][CH2:14][CH:15]=[C:16]([CH3:18])[CH3:17])=[CH:5]\[CH2:4][O:3][CH2:20][C:21]([O:23][CH3:25])=[O:22] |f:0.1,3.4,7.8|. Procedure details: To a suspension of 3.60 g (90 mmol, 2 equiv) of 60% NaH in mineral oil, washed three times with pentane, in 170 mL of tetrahydrofuran at room temperature under argon was added a solution of 10.00 g (45 mmol) of E,E-farnesol in 30 mL of tetrahydrofuran, and the resulting mixture was heated at reflux for 0.5 hours. After having cooled to room temperature the reaction was treated with 1.66 g (4.5 mmol, 10%) of tetra-n-butylammonium iodide and 5.50 g (47.5 mmol, 1.05 eq.) of the sodium chloroacetate... Reactants: B(OC(C)C)(OC(C)C)OC(C)C (triisopropyl borate), Cl (hydrochloric acid), C(C)(C)[Mg]Cl (Isopropylmagnesium chloride), IC=1C=C(C=CC1C)C=1OC(=NN1)C (2-(3-Iodo-4-methylphenyl)-5-methyl-1,3,4-oxadiazole). The solvent is O1CCCC1 (tetrahydrofuran), O (Water). Reaction conditions: temperature -10 celsius, time 1 hour. Yields the product CC1=C(C=C(C=C1)C=1OC(=NN1)C)B(O)O (2-Methyl-5-(5-methyl-1,3,4-oxadiazol-2-yl)phenylboronic acid). Yield: 66.2%. As a reaction SMILES: C([Mg]Cl)(C)C.I[C:7]1[CH:8]=[C:9]([C:14]2[O:15][C:16]([CH3:19])=[N:17][N:18]=2)[CH:10]=[CH:11][C:12]=1[CH3:13].[B:20](OC(C)C)([O:25]C(C)C)[O:21]C(C)C.Cl>O1CCCC1.O>[CH3:13][C:12]1[CH:11]=[CH:10][C:9]([C:14]2[O:15][C:16]([CH3:19])=[N:17][N:18]=2)=[CH:8][C:7]=1[B:20]([OH:25])[OH:21]. Reported procedure: Isopropylmagnesium chloride (2.0 M in tetrahydrofuran, 10 mL, 20.0 mmol) was added dropwise over 20 minutes to a stirred solution of 2-(3-Iodo-4-methylphenyl)-5-methyl-1,3,4-oxadiazole (preparation 55c, 4.0 g, 13.3 mmol) in tetrahydrofuran (40 mL) at −10° C. The mixture was stirred for 1 hour at −10° C. then triisopropyl borate (4.71 mL, 20.0 mmol) was added dropwise over 10 minutes and the mixture was stirred for 1 hour at −10° C. Then, the mixture was warmed to room temperature and stirred ove...